This data is from the Open Reaction Database (ORD), a public repository of structured organic reaction records. The task is: describe an organic reaction: reactants, conditions, products, and yield Starting materials: NC(=S)N (thiourea), ClCC(=O)NC=1SC=C(N1)/C(/C(=O)NC1[C@@H]2N(C(=C([C@H](S2)C)C=NOC)C(=O)OC(C2=CC=CC=C2)C2=CC=CC=C2)C1=O)=N/OC (diphenylmethyl 7-[2-(2-chloroacetylaminothiazol-4-yl)-(Z)-2-methoxyiminoacetamido]-2α-methyl-3-methoxyiminomethylceph-3-em-4-carboxylate). Solvent: O (H2O), O1CCCC1 (tetrahydrofuran). Conditions: time 8 hour. The product is NC=1SC=C(N1)/C(/C(=O)NC1[C@@H]2N(C(=C([C@H](S2)C)C=NOC)C(=O)OC(C2=CC=CC=C2)C2=CC=CC=C2)C1=O)=N/OC (diphenylmethyl 7-[2-(2-aminothiazol-4-yl)-(Z)-2-methoxyiminoacetamido]-2α-methyl-3-methoxyiminomethylceph-3-em-4-carboxylate). Yield: 28.4%. Reaction SMILES: NC(N)=S.ClCC([NH:9][C:10]1[S:11][CH:12]=[C:13](/[C:15](=[N:49]/[O:50][CH3:51])/[C:16]([NH:18][CH:19]2[C:47](=[O:48])[N:21]3[C:22]([C:31]([O:33][CH:34]([C:41]4[CH:46]=[CH:45][CH:44]=[CH:43][CH:42]=4)[C:35]4[CH:40]=[CH:39][CH:38]=[CH:37][CH:36]=4)=[O:32])=[C:23]([CH:27]=[N:28][O:29][CH3:30])[C@@H:24]([CH3:26])[S:25][C@H:20]23)=[O:17])[N:14]=1)=O>O.O1CCCC1>[NH2:9][C:10]1[S:11][CH:12]=[C:13](/[C:15](=[N:49]/[O:50][CH3:51])/[C:16]([NH:18][CH:19]2[C:47](=[O:48])[N:21]3[C:22]([C:31]([O:33][CH:34]([C:41]4[CH:46]=[CH:45][CH:44]=[CH:43][CH:42]=4)[C:35]4[CH:36]=[CH:37][CH:38]=[CH:39][CH:40]=4)=[O:32])=[C:23]([CH:27]=[N:28][O:29][CH3:30])[C@@H:24]([CH3:26])[S:25][C@H:20]23)=[O:17])[N:14]=1. Procedure: A solution of 84 mg of thiourea in 1 ml of H2O was added to a solution of 713 mg of diphenylmethyl 7-[2-(2-chloroacetylaminothiazol-4-yl)-(Z)-2-methoxyiminoacetamido]-2α-methyl-3-methoxyiminomethylceph-3-em-4-carboxylate in 10 ml of tetrahydrofuran, and the mixture was stirred overnight to distill off the solvent under reduced pressure. The residue was dissolved in CH2Cl2, washed with H2O and saturated aqueous NaCl solution, successively, and dried over MgSO4, followed by distilling off the CH2C... Isolated yield 35.8%. The product is FC=1C=C(C(=O)N[C@@H]2[C@H](C(OC3=C2C=C(C=C3)C(CO)=O)(C)C)O)C=C(C1)F ((3R,4S)-4-(3,5-difluorobenzamido)-3,4-dihydro-2,2-dimethyl-3-hydroxy-6-(2-hydroxyacetyl)-2H-1-benzopyran). Reported procedure: (3R,4S)-6-Acetyl-4-(3,5-difluorobenzamido)-3,4-dihydro-2,2-dimethyl-3-hydroxy-2H-1-benzopyran D3 (1.88 g, 5.0 mmol) (Example 4 of WO95/34545) was dissolved in acetonitrile (25ml), water (5 ml) and trifluoroacetic acid (0.77 ml, 10.0 mmol). [Bis(trifluoroacetoxy)iodo]benzene (4.30 g, 10.0 mmol) was added and the reaction stirred under reflux for three hours. The reaction mixture was allowed to cool and the acetonitrile was removed in vacuo, the resulting material being partitioned between water (... Solvent: C(C)#N (acetonitrile). As a reaction SMILES: [C:1]([C:4]1[CH:5]=[CH:6][C:7]2[O:12][C:11]([CH3:14])([CH3:13])[C@H:10]([OH:15])[C@@H:9]([NH:16][C:17](=[O:26])[C:18]3[CH:23]=[C:22]([F:24])[CH:21]=[C:20]([F:25])[CH:19]=3)[C:8]=2[CH:27]=1)(=[O:3])[CH3:2].O.FC(F)(F)C(O)=[O:32].FC(F)(F)C(OI(C1C=CC=CC=1)OC(=O)C(F)(F)F)=O>C(#N)C>[F:24][C:22]1[CH:23]=[C:18]([CH:19]=[C:20]([F:25])[CH:21]=1)[C:17]([NH:16][C@H:9]1[C:8]2[CH:27]=[C:4]([C:1](=[O:3])[CH2:2][OH:32])[CH:5]=[CH:6][C:7]=2[O:12][C:11]([CH3:14])([CH3:13])[C@@H:10]1[OH:15])=[O:26]. Starting materials: FC(C(=O)OI(OC(C(F)(F)F)=O)C1=CC=CC=C1)(F)F ([Bis(trifluoroacetoxy)iodo]benzene), C(C)(=O)C=1C=CC2=C([C@@H]([C@H](C(O2)(C)C)O)NC(C2=CC(=CC(=C2)F)F)=O)C1 ((3R,4S)-6-Acetyl-4-(3,5-difluorobenzamido)-3,4-dihydro-2,2-dimethyl-3-hydroxy-2H-1-benzopyran), FC(C(=O)O)(F)F (trifluoroacetic acid), O (water). Starting materials: [BH3-]C#N, CO, CN, COC(=O)CC(=O)N1CCC(=O)CC1, Cl, [Na+], [Na+], [Na+], O=C([O-])[O-], O. The product is CNC1CCN(C(=O)CC(=O)OC)CC1. As a reaction SMILES: [C:18](#[N:19])[BH3-:20].[CH3:28][OH:29].[CH3:2][NH2:3].[CH3:4][O:5][C:6]([CH2:7][C:8]([N:9]1[CH2:10][CH2:11][C:12](=[O:15])[CH2:13][CH2:14]1)=[O:16])=[O:17].[ClH:1].[Na+:21].[Na+:22].[Na+:23].[O-:24][C:25](=[O:26])[O-:27].[OH2:30]>>[CH3:4][O:5][C:6]([CH2:7][C:8]([N:9]1[CH2:10][CH2:11][CH:12]([NH:19][CH3:18])[CH2:13][CH2:14]1)=[O:16])=[O:17]. Reactants: COC1=C(CO)C=CC=C1 (2-Methoxybenzyl alcohol), ClC(Cl)(OC(OC(Cl)(Cl)Cl)=O)Cl (triphosgene), N1=CC=CC=C1 (pyridine). Run in O1CCCC1 (tetrahydrofuran). Reaction conditions: time 20 minute. Product: COC1=C(CCl)C=CC=C1 (2-Methoxybenzyl chloride). Isolated yield 290.5%. RXN SMILES: [CH3:1][O:2][C:3]1[CH:10]=[CH:9][CH:8]=[CH:7][C:4]=1[CH2:5]O.[Cl:11]C(Cl)(OC(=O)OC(Cl)(Cl)Cl)Cl.N1C=CC=CC=1>O1CCCC1>[CH3:1][O:2][C:3]1[CH:10]=[CH:9][CH:8]=[CH:7][C:4]=1[CH2:5][Cl:11]. Reported procedure: 2-Methoxybenzyl alcohol (1.01 g, 7.31 mmol) and triphosgene (757 mg, 2.55 mmol) were dissolved in tetrahydrofuran (5 ml). The solution was added with pyridine (1.18 ml, 14.6 mmol) under ice cooling, and then warmed to room temperature. After 20 minutes, insoluble solids were removed by filtration, and the solvent was evaporated under reduced pressure. The resulting oil was diluted with ethyl acetate and insoluble solids were further removed. The solvent was evaporated under reduced pressure to o... The reactants are CC1CN(S(=O)(=O)c2cccs2)CCN1, CCN(C(C)C)C(C)C, OC(c1cnc(Cl)nc1)(C(F)(F)F)C(F)(F)F, Cl, C1COCCO1. Product: CC1CN(S(=O)(=O)c2cccs2)CCN1c1ncc(C(O)(C(F)(F)F)C(F)(F)F)cn1. As a reaction SMILES: [CH3:2][CH:3]1[NH:4][CH2:5][CH2:6][N:7]([S:9](=[O:10])(=[O:11])[c:12]2[s:13][cH:14][cH:15][cH:16]2)[CH2:8]1.[CH:34]([N:35]([CH2:36][CH3:37])[CH:38]([CH3:39])[CH3:40])([CH3:41])[CH3:42].[Cl:17][c:18]1[n:19][cH:20][c:21]([C:24]([C:25]([F:26])([F:27])[F:28])([C:29]([F:30])([F:31])[F:32])[OH:33])[cH:22][n:23]1.[ClH:1].[O:43]1[CH2:44][CH2:45][O:46][CH2:47][CH2:48]1>>[CH3:2][CH:3]1[N:4]([c:18]2[n:19][cH:20][c:21]([C:24]([C:25]([F:26])([F:27])[F:28])([C:29]([F:30])([F:31])[F:32])[OH:33])[cH:22][n:23]2)[CH2:5][CH2:6][N:7]([S:9](=[O:10])(=[O:11])[c:12]2[s:13][cH:14][cH:15][cH:16]2)[CH2:8]1. Starting materials: COC1=C2C=CNC2=CC=C1 (4-methoxyindole), C(CCC)[Li] (n-butyl lithium), material, BrCC(=O)OCC (ethyl bromoacetate). Reagents/catalysts: [Cl-].[Zn+2].[Cl-] (zinc chloride). Solvent: O1CCCC1 (tetrahydrofuran), C(C)(=O)OCC (ethyl acetate). Reaction conditions: time 2 hour. The product is COC1=C2C(=CNC2=CC=C1)CC(=O)OCC (ethyl [4-methoxyindol-3-yl]acetate). As a reaction SMILES: [CH3:1][O:2][C:3]1[CH:11]=[CH:10][CH:9]=[C:8]2[C:4]=1[CH:5]=[CH:6][NH:7]2.C([Li])CCC.Br[CH2:18][C:19]([O:21][CH2:22][CH3:23])=[O:20]>O1CCCC1.C(OCC)(=O)C.[Cl-].[Zn+2].[Cl-]>[CH3:1][O:2][C:3]1[CH:11]=[CH:10][CH:9]=[C:8]2[C:4]=1[C:5]([CH2:18][C:19]([O:21][CH2:22][CH3:23])=[O:20])=[CH:6][NH:7]2 |f:5.6.7|. Procedure: To a solution of 2.94 gm (20 mmol) of 4-methoxyindole in 150 ml of tetrahydrofuran was added slowly 13 ml of n-butyl lithium (1.6M in hexane; 20 mmol) followed by the slow addition of 20 ml of zinc chloride (1.0M in ethyl ether; 20 mmol) at 0-5° C. The cooling bath was removed and the solution stirred for 2 hours and then treated with 2.1 ml (25 mmol) of ethyl bromoacetate for 19 hours, diluted with ethyl acetate, washed with water, washed with brine, dried over sodium sulfate, and evaporated in... The reactants are C(C)N(C1=C(C=CC(=C1)OC)[C@H]1CC=2C=CC(=CC2CC1)OC(C(C)(C)C)=O)C(C1=CC=C(C=C1)O)=O (pivalic acid (R)-6-{2-[ethyl(4-hydroxybenzoyl)amino]-4-methoxyphenyl}-5,6,7,8-tetrahydronaphthalen-2-yl ester), N1(CCCCCC1)C(CCl)=O (1-azepan-1-yl-2-chloroethanone). Reported procedure: Synthesized from pivalic acid (R)-6-{2-[ethyl(4-hydroxybenzoyl)amino]-4-methoxyphenyl}-5,6,7,8-tetrahydronaphthalen-2-yl ester (20 mg) and 1-azepan-1-yl-2-chloroethanone (14 mg) according to an analogous synthetic method to Example 404 and purified by LC-MS, the title compound (6.9 mg) was obtained. Product: N1(CCCCCC1)CCOC1=CC=C(CCCNC2=C(C=CC(=C2)OC)[C@H]2CC=3C=CC(=CC3CC2)O)C=C1 ((R)-6-{2-{[4-(2-Azepan-1-ylethoxy)benzyl]ethylamino}-4-methoxyphenyl}-5,6,7,8-tetrahydronaphthalen-2-ol). Yield: 65.5%. As a reaction SMILES: C([N:3](C(=O)C1C=CC(O)=CC=1)[C:4]1[CH:9]=[C:8]([O:10][CH3:11])[CH:7]=[CH:6][C:5]=1[C@@H:12]1[CH2:21][CH2:20][C:19]2[CH:18]=[C:17]([O:22]C(=O)C(C)(C)C)[CH:16]=[CH:15][C:14]=2[CH2:13]1)C.[N:38]1([C:45](=O)[CH2:46]Cl)[CH2:44][CH2:43][CH2:42][CH2:41][CH2:40][CH2:39]1>>[N:38]1([CH2:45][CH2:46][O:10][C:8]2[CH:9]=[CH:4][C:5]([CH2:12][CH2:13][CH2:14][NH:3][C:4]3[CH:9]=[C:8]([O:10][CH3:11])[CH:7]=[CH:6][C:5]=3[C@@H:12]3[CH2:21][CH2:20][C:19]4[CH:18]=[C:17]([OH:22])[CH:16]=[CH:15][C:14]=4[CH2:13]3)=[CH:6][CH:7]=2)[CH2:44][CH2:43][CH2:42][CH2:41][CH2:40][CH2:39]1. Starting materials: [Cu], O=C(O)c1ccc(O)c(I)c1, [K+], [OH-], O, OCc1ccccc1S. Product: O=C(O)c1ccc(O)c(Sc2ccccc2CO)c1. As a reaction SMILES: [Cu:24].[I:10][c:11]1[cH:12][c:13]([C:14](=[O:15])[OH:16])[cH:17][cH:18][c:19]1[OH:20].[K+:22].[OH-:21].[OH2:23].[SH:1][c:2]1[c:3]([CH2:4][OH:5])[cH:6][cH:7][cH:8][cH:9]1>>[S:1]([c:2]1[c:3]([CH2:4][OH:5])[cH:6][cH:7][cH:8][cH:9]1)[c:11]1[cH:12][c:13]([C:14](=[O:15])[OH:16])[cH:17][cH:18][c:19]1[OH:20]. The reactants are CC(C)(C)OC(=O)N1CCC(Oc2ccc(OCc3nc4cc(C#N)ccc4n3CCO)cc2)C1, CI, [H-], [Na+], C1CCOC1, O=C(O)CC(O)(CC(=O)O)C(=O)O. Yields the product COCCn1c(COc2ccc(OC3CCN(C(=O)OC(C)(C)C)C3)cc2)nc2cc(C#N)ccc21. RXN SMILES: [C:1]([CH3:2])([CH3:3])([CH3:4])[O:5][C:6](=[O:7])[N:8]1[CH2:9][CH:10]([O:13][c:14]2[cH:15][cH:16][c:17]([O:18][CH2:19][c:20]3[n:21][c:22]4[c:23]([n:24]3[CH2:25][CH2:26][OH:27])[cH:28][cH:29][c:30]([C:32]#[N:33])[cH:31]4)[cH:34][cH:35]2)[CH2:11][CH2:12]1.[CH3:38][I:39].[H-:36].[Na+:37].[O:53]1[CH2:54][CH2:55][CH2:56][CH2:57]1.[OH:40][C:41]([CH2:42][C:43]([C:44](=[O:45])[OH:46])([CH2:47][C:48](=[O:49])[OH:50])[OH:51])=[O:52]>>[C:1]([CH3:2])([CH3:3])([CH3:4])[O:5][C:6](=[O:7])[N:8]1[CH2:9][CH:10]([O:13][c:14]2[cH:15][cH:16][c:17]([O:18][CH2:19][c:20]3[n:21][c:22]4[c:23]([n:24]3[CH2:25][CH2:26][O:27][CH3:41])[cH:28][cH:29][c:30]([C:32]#[N:33])[cH:31]4)[cH:34][cH:35]2)[CH2:11][CH2:12]1. Reactants: C1CCNCC1, Cc1c(C(=O)N2CC(C)NC(C)C2)c[nH]c1C=O, CCO, O=C1Cc2c(cccc2-c2ccc(Cl)cc2)N1. The product is Cc1c(C(=O)N2CC(C)NC(C)C2)c[nH]c1C=C1C(=O)Nc2cccc(-c3ccc(Cl)cc3)c21. As a reaction SMILES: [CH2:36]1[CH2:37][CH2:38][NH:39][CH2:40][CH2:41]1.[CH3:18][CH:19]1[CH2:20][N:21]([C:26](=[O:27])[c:28]2[c:29]([CH3:35])[c:30]([CH:33]=[O:34])[nH:31][cH:32]2)[CH2:22][CH:23]([CH3:25])[NH:24]1.[CH3:42][CH2:43][OH:44].[Cl:1][c:2]1[cH:3][cH:4][c:5](-[c:8]2[c:9]3[c:13]([cH:14][cH:15][cH:16]2)[NH:12][C:11](=[O:17])[CH2:10]3)[cH:6][cH:7]1>>[Cl:1][c:2]1[cH:3][cH:4][c:5](-[c:8]2[c:9]3[c:13]([cH:14][cH:15][cH:16]2)[NH:12][C:11](=[O:17])[C:10]3=[CH:33][c:30]2[c:29]([CH3:35])[c:28]([C:26]([N:21]3[CH2:20][CH:19]([CH3:18])[NH:24][CH:23]([CH3:25])[CH2:22]3)=[O:27])[cH:32][nH:31]2)[cH:6][cH:7]1.